From a dataset of the Open Reaction Database (ORD), a public repository of structured organic reaction records. describe an organic reaction: reactants, conditions, products, and yield RXN SMILES: [OH:1][CH2:2][CH2:3][N:4]([CH2:17][C:18]([F:21])([F:20])[F:19])[C:5]1[CH:12]=[CH:11][C:8]([C:9]#[N:10])=[C:7]([C:13]([F:16])([F:15])[F:14])[CH:6]=1.[F:22][C:23]1[CH:24]=[C:25](O)[CH:26]=[CH:27][CH:28]=1>>[F:22][C:23]1[CH:28]=[C:27]([O:1][CH2:2][CH2:3][N:4]([CH2:17][C:18]([F:19])([F:20])[F:21])[C:5]2[CH:12]=[CH:11][C:8]([C:9]#[N:10])=[C:7]([C:13]([F:15])([F:16])[F:14])[CH:6]=2)[CH:26]=[CH:25][CH:24]=1. Reported procedure: Synthesized as described in Example 1C using 4-[(2-hydroxyethyl)(2,2,2-trifluoroethyl)amino]-2-(trifluoromethyl)benzonitrile and 3-fluorophenol: MS (APCI) m/z 407 (M+1). The reactants are OCCN(C1=CC(=C(C#N)C=C1)C(F)(F)F)CC(F)(F)F (4-[(2-hydroxyethyl)(2,2,2-trifluoroethyl)amino]-2-(trifluoromethyl)benzonitrile), FC=1C=C(C=CC1)O (3-fluorophenol). Product: FC=1C=C(C=CC1)OCCN(C1=CC(=C(C#N)C=C1)C(F)(F)F)CC(F)(F)F (4-[{2-[(3-Fluorophenyl)oxy]ethyl}(2,2,2-trifluoroethyl)amino]-2-(trifluoromethyl)benzonitrile). Starting materials: CC(=O)[O-], CC(=O)[O-], CCOC(=O)CCc1ccc(B(O)O)cc1, CCN(C(C)C)C(C)C, ClCCl, [Cu+2], O=c1[nH]cccc1-c1ccc([N+](=O)[O-])cc1, c1ccncc1. Product: CCOC(=O)CCc1ccc(-n2cccc(-c3ccc([N+](=O)[O-])cc3)c2=O)cc1. RXN SMILES: [C:51]([O-:52])(=[O:53])[CH3:54].[C:56]([O-:57])(=[O:58])[CH3:59].[CH2:32]([CH3:33])[O:34][C:35](=[O:36])[CH2:37][CH2:38][c:39]1[cH:40][cH:41][c:42]([B:45]([OH:46])[OH:47])[cH:43][cH:44]1.[CH:17]([N:18]([CH:19]([CH3:20])[CH3:21])[CH2:22][CH3:23])([CH3:24])[CH3:25].[Cl:48][CH2:49][Cl:50].[Cu+2:55].[N+:1](=[O:2])([O-:3])[c:4]1[cH:5][cH:6][c:7](-[c:10]2[c:11](=[O:16])[nH:12][cH:13][cH:14][cH:15]2)[cH:8][cH:9]1.[cH:26]1[cH:27][cH:28][n:29][cH:30][cH:31]1>>[N+:1](=[O:2])([O-:3])[c:4]1[cH:5][cH:6][c:7](-[c:10]2[c:11](=[O:16])[n:12](-[c:42]3[cH:41][cH:40][c:39]([CH2:38][CH2:37][C:35]([O:34][CH2:32][CH3:33])=[O:36])[cH:44][cH:43]3)[cH:13][cH:14][cH:15]2)[cH:8][cH:9]1. The reactants are C(#N)C1=C(C=CC=C1)O (2-cyanophenol), C(Cl)C1CO1 (epichlorohydrin). Reagents/catalysts: N1CCCCC1 (piperidine). Run at time 1 hour. Product: O1C(COC2=C(C#N)C=CC=C2)C1 (2-[(2,3-EPOXY)PROPOXY]BENZONITRILE). Yield: 99.5%. As a reaction SMILES: [C:1]([C:3]1[CH:8]=[CH:7][CH:6]=[CH:5][C:4]=1[OH:9])#[N:2].[CH2:10]([CH:12]1[O:14][CH2:13]1)Cl>N1CCCCC1>[O:14]1[CH2:13][CH:12]1[CH2:10][O:9][C:4]1[CH:5]=[CH:6][CH:7]=[CH:8][C:3]=1[C:1]#[N:2]. Reported procedure: A solution of 2-cyanophenol (25.0 g., 0.21 mole), epichlorohydrin (117 g., 1.26 mole), and piperidine (10 drops) was stirred and heated at 115°-120° in an oil bath for 2 hours. The reaction mixture was then concentrated (90°/30 mm) to remove unreacted epichlorohydrin. The residue was diluted with toluene and taken to dryness twice to help remove the last traces of volatile material. The residual oil was dissolved in 263 ml. of THF, and the solution stirred at 40°-50° for 1 hour with 263 ml. of 1... RXN SMILES: [I:1][c:2]1[c:3]2[cH:4][cH:5][c:6]([Cl:12])[n:7][c:8]2[cH:9][cH:10][cH:11]1.[NH2:13][CH:14]1[CH2:15][CH2:16][c:17]2[cH:18][cH:19][cH:20][cH:21][c:22]21>>[I:1][c:2]1[c:3]2[cH:4][cH:5][c:6]([NH:13][CH:14]3[CH2:15][CH2:16][c:17]4[cH:18][cH:19][cH:20][cH:21][c:22]43)[n:7][c:8]2[cH:9][cH:10][cH:11]1. Reactants: Clc1ccc2c(I)cccc2n1, NC1CCc2ccccc21. Product: Ic1cccc2nc(NC3CCc4ccccc43)ccc12. Starting materials: CN(CC(=O)NN=C1CCN(c2ccncc2)CC1)C(=O)OC(C)(C)C, [BH3-]C#N, CC(=O)O, CO, [Na+]. Product: CN(CC(=O)NNC1CCN(c2ccncc2)CC1)C(=O)OC(C)(C)C. RXN SMILES: [C:1]([CH3:2])([CH3:3])([CH3:4])[O:5][C:6](=[O:7])[N:8]([CH3:9])[CH2:10][C:11](=[O:12])[NH:13][N:14]=[C:15]1[CH2:16][CH2:17][N:18]([c:21]2[cH:22][cH:23][n:24][cH:25][cH:26]2)[CH2:19][CH2:20]1.[C:31]([BH3-:32])#[N:33].[CH3:27][C:28](=[O:29])[OH:30].[CH3:35][OH:36].[Na+:34]>>[C:1]([CH3:2])([CH3:3])([CH3:4])[O:5][C:6](=[O:7])[N:8]([CH3:9])[CH2:10][C:11](=[O:12])[NH:13][NH:14][CH:15]1[CH2:16][CH2:17][N:18]([c:21]2[cH:22][cH:23][n:24][cH:25][cH:26]2)[CH2:19][CH2:20]1. Starting materials: O (water), C(C)(=O)OCC (ethyl acetate), O (water), N(=[N+]=[N-])[C@H]1C[C@@H]2CC[C@H]3[C@@H]4CC[C@H](C(CBr)=O)[C@]4(CC[C@@H]3[C@]2(CC1)C)C (3α-azido-21-bromo-5α-pregnan-20-one), [N-]=[N+]=[N-].[Na+] (sodium azide). Solvent: [Cl-].[Na+].O (brine), CS(=O)C (DMSO). Reaction conditions: time 24 hour. The product is N(=[N+]=[N-])[C@H]1C[C@@H]2CC[C@H]3[C@@H]4CC[C@H](C(CN=[N+]=[N-])=O)[C@]4(CC[C@@H]3[C@]2(CC1)C)C (3α,21-di-azido-5α-pregnan-20-one). Reaction SMILES: [N:1]([C@@H:4]1[CH2:24][CH2:23][C@@:22]2([CH3:25])[C@@H:6]([CH2:7][CH2:8][C@@H:9]3[C@@H:21]2[CH2:20][CH2:19][C@@:18]2([CH3:26])[C@H:10]3[CH2:11][CH2:12][C@@H:13]2[C:14](=[O:17])[CH2:15]Br)[CH2:5]1)=[N+:2]=[N-:3].[N-:27]=[N+:28]=[N-:29].[Na+].O.C(OCC)(=O)C>CS(C)=O.[Cl-].[Na+].O>[N:1]([C@@H:4]1[CH2:24][CH2:23][C@@:22]2([CH3:25])[C@@H:6]([CH2:7][CH2:8][C@@H:9]3[C@@H:21]2[CH2:20][CH2:19][C@@:18]2([CH3:26])[C@H:10]3[CH2:11][CH2:12][C@@H:13]2[C:14](=[O:17])[CH2:15][N:27]=[N+:28]=[N-:29])[CH2:5]1)=[N+:2]=[N-:3] |f:1.2,6.7.8|. Reported procedure: A solution of 3α-azido-21-bromo-5α-pregnan-20-one (35 mg, 0.083 mmol) in DMSO (3 mL) was treated with sodium azide (33 mg, 0.5 mmol) and the resulting mixture was stirred at RT for 24 h. Addition of water and ethyl acetate and extraction of the organic layer with water, brine, drying (Na2SO4) and evaporation of the solvent in vacuo afforded after purification of the residue using flash colunm chromatography with dichloromethane/ethyl acetate 90/10 as elution solvent the compound named above. Reactants: C(C1=CC=CC=C1)ONC(=O)C=1C(=NC(=C(C1)F)Cl)Cl (N-benzyloxy-2,6-dichloro-5-fluoro-3-pyridinecarboxamide), C(CCC)N=C=O (n-butyl isocyanate), [H-].[Na+] (NaH), oil. The solvent is CC(=O)N(C)C (DMA). Product: C(C1=CC=CC=C1)ON1C(N(C2=C(C1=O)C=C(C(=N2)Cl)F)CCCC)=O (3-Benzyloxy-1-butyl-7-chloro-6-fluoro-1H-pyrido[2,3-d]pyrimidine-2,4-dione). The yield is 58.4%. Reaction SMILES: [CH2:1]([O:8][NH:9][C:10]([C:12]1[C:13](Cl)=[N:14][C:15]([Cl:19])=[C:16]([F:18])[CH:17]=1)=[O:11])[C:2]1[CH:7]=[CH:6][CH:5]=[CH:4][CH:3]=1.[H-].[Na+].[CH2:23]([N:27]=[C:28]=[O:29])[CH2:24][CH2:25][CH3:26]>CC(N(C)C)=O>[CH2:1]([O:8][N:9]1[C:10](=[O:11])[C:12]2[CH:17]=[C:16]([F:18])[C:15]([Cl:19])=[N:14][C:13]=2[N:27]([CH2:23][CH2:24][CH2:25][CH3:26])[C:28]1=[O:29])[C:2]1[CH:7]=[CH:6][CH:5]=[CH:4][CH:3]=1 |f:1.2|. Reported procedure: Using the General Method 5, the reaction of N-benzyloxy-2,6-dichloro-5-fluoro-3-pyridinecarboxamide (Example M-2, 2.00 g, 6.34 mmol) and 60% NaH in oil (300 mg, 7.52 mmol) with n-butyl isocyanate (2.14 mL, 19.02 mmol) in DMA afforded crude product. Recrystallization from chloroform provided 1.40 g of the title compound as a solid, mp 147-148° C.